From a dataset of the Open Reaction Database (ORD), a public repository of structured organic reaction records. describe an organic reaction: reactants, conditions, products, and yield The reactants are solution, CC(C)([O-])C.[K+] (potassium tert-butoxide), [CH2-]C(=O)C.[CH2-]C(=O)C.C(C(O)C(O)C(=O)O)(=O)O (tartaric acid bis(acetonide)), solution, Cl (HCl), C(C)(=O)Cl (acetyl chloride), Example 1. The solvent is O1CCCC1 (tetrahydrofuran), O1CCCC1 (tetrahydrofuran), CO (methanol), O1CCCC1 (tetrahydrofuran). Conditions: temperature -40 celsius, time 15 minute. Yields the product CC1(O\C(\C(O1)=O)=C/C(=O)O)C (Z-2,2-dimethyl-5-carboxymethylene-1,3-dioxolan-4-one). Isolated yield 77.0%. RXN SMILES: [CH2-:1][C:2]([CH3:4])=[O:3].[CH2-]C(C)=O.[C:9]([OH:18])(=[O:17])[CH:10]([CH:12]([C:14]([OH:16])=[O:15])O)O.CC(C)([O-])C.[K+].Cl.C(Cl)(=O)C>O1CCCC1.CO>[CH3:1][C:2]1([CH3:4])[O:16][C:14](=[O:15])/[C:12](=[CH:10]/[C:9]([OH:18])=[O:17])/[O:3]1 |f:0.1.2,3.4|. Procedure: A stirred solution of tartaric acid bis(acetonide) prepared as in Example 1 (1.0 kg) in tetrahydrofuran (5.0 L) was cooled to −40° C. A chilled 0.75 M solution of potassium tert-butoxide in tetrahydrofuran (7.0 L) was added and stirring was continued for 15 min at −40° C. In a separate reactor, a 1.2 M solution of HCl was generated by reaction of acetyl chloride (0.50 L) with methanol (0.31 L) in tetrahydrofuran (5.0 L) 0-5° C. The original reaction is quenched by addition of the chilled HCl sol...